Dataset: the Open Reaction Database (ORD), a public repository of structured organic reaction records. Task: describe an organic reaction: reactants, conditions, products, and yield Starting materials: C1CNCCN1, ClC(Cl)Cl, O, Cc1ccc(S(=O)(=O)OCC2CCn3c(nc4ccccc43)S2)cc1. The product is c1ccc2c(c1)nc1n2CCC(CN2CCNCC2)S1. Reaction SMILES: [CH2:30]1[CH2:31][NH:32][CH2:33][CH2:34][NH:35]1.[CH:1]([Cl:2])([Cl:3])[Cl:4].[OH2:36].[c:5]1([CH3:6])[cH:7][cH:8][c:9]([S:10]([O:11][CH2:15][CH:16]2[CH2:17][CH2:18][n:19]3[c:20]([n:21][c:22]4[c:23]3[cH:24][cH:25][cH:26][cH:27]4)[S:28]2)(=[O:12])=[O:13])[cH:14][cH:29]1>>[CH2:15]([CH:16]1[CH2:17][CH2:18][n:19]2[c:20]([n:21][c:22]3[c:23]2[cH:24][cH:25][cH:26][cH:27]3)[S:28]1)[N:32]1[CH2:31][CH2:30][NH:35][CH2:34][CH2:33]1. Reactants: CC(C)CN(C)c1cc(NC(=O)OC(C)(C)C)c(N)cc1Cl, CC(C)(C)OC(=O)CC(=O)c1cccc(-n2ncnc2COC2CCCCO2)c1. Product: CC(C)CN(C)c1cc(NC(=O)OC(C)(C)C)c(NC(=O)CC(=O)c2cccc(-n3ncnc3COC3CCCCO3)c2)cc1Cl. Reaction SMILES: [C:1]([CH3:2])([CH3:3])([CH3:4])[O:5][C:6]([NH:7][c:8]1[c:9]([NH2:21])[cH:10][c:11]([Cl:20])[c:12]([N:14]([CH3:15])[CH2:16][CH:17]([CH3:18])[CH3:19])[cH:13]1)=[O:22].[C:23]([CH3:25])([CH3:26])([O:27][C:28](=[O:24])[CH2:29][C:30]([c:31]1[cH:32][c:33](-[n:37]2[n:38][cH:39][n:40][c:41]2[CH2:42][O:43][CH:44]2[O:45][CH2:46][CH2:47][CH2:48][CH2:49]2)[cH:34][cH:35][cH:36]1)=[O:50])[CH3:51]>>[C:1]([CH3:2])([CH3:3])([CH3:4])[O:5][C:6]([NH:7][c:8]1[c:9]([NH:21][C:28](=[O:27])[CH2:29][C:30]([c:31]2[cH:32][c:33](-[n:37]3[n:38][cH:39][n:40][c:41]3[CH2:42][O:43][CH:44]3[O:45][CH2:46][CH2:47][CH2:48][CH2:49]3)[cH:34][cH:35][cH:36]2)=[O:50])[cH:10][c:11]([Cl:20])[c:12]([N:14]([CH3:15])[CH2:16][CH:17]([CH3:18])[CH3:19])[cH:13]1)=[O:22]. Starting materials: compound, C1(CCCCC1)N=C=NC1CCCCC1 (dicyclohexylcarbodimide), ON1C(CCC1=O)=O (N-hydroxy succinimide), CN(C)C1=NC=CC=C1 (dimethylaminopyridine), C[C@@H](C(=O)N[C@H](CC(C)C)C(=O)N[C@@H](C)C(=O)N[C@H](C(C)C)C(=O)N[C@@H](C(C)C)C(=O)N[C@@H](C(C)C)C(=O)N[C@@H](CC1=CNC2=CC=CC=C21)C(=O)N[C@H](CC(C)C)C(=O)N[C@@H](CC3=CNC4=CC=CC=C43)C(=O)N[C@H](CC(C)C)C(=O)N[C@@H](CC5=CNC6=CC=CC=C65)C(=O)N[C@H](CC(C)C)C(=O)N[C@@H](CC7=CNC8=CC=CC=C87)C(=O)NCCO)NC(=O)CNC(=O)[C@H](C(C)C)NC=O (gramicidin), OC(=O)CCCC[C@@H]1SC[C@@H]2NC(=O)N[C@H]12 (biotin), OC(=O)CCCC[C@@H]1SC[C@@H]2NC(=O)N[C@H]12 (biotin), C[C@@H](C(=O)N[C@H](CC(C)C)C(=O)N[C@@H](C)C(=O)N[C@H](C(C)C)C(=O)N[C@@H](C(C)C)C(=O)N[C@@H](C(C)C)C(=O)N[C@@H](CC1=CNC2=CC=CC=C21)C(=O)N[C@H](CC(C)C)C(=O)N[C@@H](CC3=CNC4=CC=CC=C43)C(=O)N[C@H](CC(C)C)C(=O)N[C@@H](CC5=CNC6=CC=CC=C65)C(=O)N[C@H](CC(C)C)C(=O)N[C@@H](CC7=CNC8=CC=CC=C87)C(=O)NCCO)NC(=O)CNC(=O)[C@H](C(C)C)NC=O (gramicidin), hydroxyl. The solvent is ClCCl (dichloromethane), C(C)N(CC)CC (triethylamine), CO (methanol). Reaction conditions: time 18 hour. The product is OC(=O)CCCC[C@@H]1SC[C@@H]2NC(=O)N[C@H]12.C[C@@H](C(=O)N[C@H](CC(C)C)C(=O)N[C@@H](C)C(=O)N[C@H](C(C)C)C(=O)N[C@@H](C(C)C)C(=O)N[C@@H](C(C)C)C(=O)N[C@@H](CC1=CNC2=CC=CC=C21)C(=O)N[C@H](CC(C)C)C(=O)N[C@@H](CC3=CNC4=CC=CC=C43)C(=O)N[C@H](CC(C)C)C(=O)N[C@@H](CC5=CNC6=CC=CC=C65)C(=O)N[C@H](CC(C)C)C(=O)N[C@@H](CC7=CNC8=CC=CC=C87)C(=O)NCCO)NC(=O)CNC(=O)[C@H](C(C)C)NC=O (Biotin Gramicidin). As a reaction SMILES: [OH:1][C:2]([CH2:4][CH2:5][CH2:6][CH2:7][C@H:8]1[C@@H:16]2[C@@H:11]([NH:12][C:13]([NH:15]2)=[O:14])[CH2:10][S:9]1)=[O:3].C1(N=C=NC2CCCCC2)CCCCC1.ON1C(=O)CCC1=O.CN(C1C=CC=CN=1)C.[CH3:49][C@H:50]([NH:171][C:172]([CH2:174][NH:175][C:176]([C@@H:178]([NH:182][CH:183]=[O:184])[CH:179]([CH3:181])[CH3:180])=[O:177])=[O:173])[C:51]([NH:53][C@@H:54]([C:59]([NH:61][C@H:62]([C:64]([NH:66][C@@H:67]([C:71]([NH:73][C@H:74]([C:78]([NH:80][C@H:81]([C:85]([NH:87][C@H:88]([C:99]([NH:101][C@@H:102]([C:107]([NH:109][C@H:110]([C:121]([NH:123][C@@H:124]([C:129]([NH:131][C@H:132]([C:143]([NH:145][C@@H:146]([C:151]([NH:153][C@H:154]([C:165]([NH:167][CH2:168][CH2:169][OH:170])=[O:166])[CH2:155][C:156]1[C:164]2[C:159](=[CH:160][CH:161]=[CH:162][CH:163]=2)[NH:158][CH:157]=1)=[O:152])[CH2:147][CH:148]([CH3:150])[CH3:149])=[O:144])[CH2:133][C:134]1[C:142]2[C:137](=[CH:138][CH:139]=[CH:140][CH:141]=2)[NH:136][CH:135]=1)=[O:130])[CH2:125][CH:126]([CH3:128])[CH3:127])=[O:122])[CH2:111][C:112]1[C:120]2[C:115](=[CH:116][CH:117]=[CH:118][CH:119]=2)[NH:114][CH:113]=1)=[O:108])[CH2:103][CH:104]([CH3:106])[CH3:105])=[O:100])[CH2:89][C:90]1[C:98]2[C:93](=[CH:94][CH:95]=[CH:96][CH:97]=2)[NH:92][CH:91]=1)=[O:86])[CH:82]([CH3:84])[CH3:83])=[O:79])[CH:75]([CH3:77])[CH3:76])=[O:72])[CH:68]([CH3:70])[CH3:69])=[O:65])[CH3:63])=[O:60])[CH2:55][CH:56]([CH3:58])[CH3:57])=[O:52]>ClCCl.CO.C(N(CC)CC)C>[OH:3][C:2]([CH2:4][CH2:5][CH2:6][CH2:7][C@H:8]1[C@@H:16]2[C@@H:11]([NH:12][C:13]([NH:15]2)=[O:14])[CH2:10][S:9]1)=[O:1].[CH3:49][C@H:50]([NH:171][C:172]([CH2:174][NH:175][C:176]([C@@H:178]([NH:182][CH:183]=[O:184])[CH:179]([CH3:181])[CH3:180])=[O:177])=[O:173])[C:51]([NH:53][C@@H:54]([C:59]([NH:61][C@H:62]([C:64]([NH:66][C@@H:67]([C:71]([NH:73][C@H:74]([C:78]([NH:80][C@H:81]([C:85]([NH:87][C@H:88]([C:99]([NH:101][C@@H:102]([C:107]([NH:109][C@H:110]([C:121]([NH:123][C@@H:124]([C:129]([NH:131][C@H:132]([C:143]([NH:145][C@@H:146]([C:151]([NH:153][C@H:154]([C:165]([NH:167][CH2:168][CH2:169][OH:170])=[O:166])[CH2:155][C:156]1[C:164]2[C:159](=[CH:160][CH:161]=[CH:162][CH:163]=2)[NH:158][CH:157]=1)=[O:152])[CH2:147][CH:148]([CH3:149])[CH3:150])=[O:144])[CH2:133][C:134]1[C:142]2[C:137](=[CH:138][CH:139]=[CH:140][CH:141]=2)[NH:136][CH:135]=1)=[O:130])[CH2:125][CH:126]([CH3:127])[CH3:128])=[O:122])[CH2:111][C:112]1[C:120]2[C:115](=[CH:116][CH:117]=[CH:118][CH:119]=2)[NH:114][CH:113]=1)=[O:108])[CH2:103][CH:104]([CH3:105])[CH3:106])=[O:100])[CH2:89][C:90]1[C:98]2[C:93](=[CH:94][CH:95]=[CH:96][CH:97]=2)[NH:92][CH:91]=1)=[O:86])[CH:82]([CH3:83])[CH3:84])=[O:79])[CH:75]([CH3:76])[CH3:77])=[O:72])[CH:68]([CH3:69])[CH3:70])=[O:65])[CH3:63])=[O:60])[CH2:55][CH:56]([CH3:57])[CH3:58])=[O:52] |f:8.9|. Procedure details: A photo-generatable derivative of biotin (so called caged biotin) was prepared by a modification of the method of Pirrung et al (Bioconj. Chem., 1996, 7, 317). This compound (9 mg) was dissolved in dichloromethane (5 ml) and treated with dicyclohexylcarbodimide (DCC) (3 mg), N-hydroxy succinimide (NHS) (2 mg) and dimethylaminopyridine (0.2 mg). After stirring at room temperature for two hours a derivative of gramicidin bearing two aminocaproyl groups linked end-to-end and attached to the termina... The reactants are C(C)(=O)NC=1C=C(C=CC1)N1CC(N(CC1)CC1=CC=CC=C1)C(=O)N (4-[3-(acetylamino)phenyl]-1-(phenylmethyl)-2-piperazinecarboxamide), Cl (hydrochloric acid), [OH-].[Na+] (NaOH). Run in CO (methanol). Yields the product NC=1C=C(C=CC1)N1CC(N(CC1)CC1=CC=CC=C1)C(=O)N (4-(3-Aminophenyl)-1-(phenylmethyl)-2-piperazinecarboxamide). Reaction SMILES: C([NH:4][C:5]1[CH:6]=[C:7]([N:11]2[CH2:16][CH2:15][N:14]([CH2:17][C:18]3[CH:23]=[CH:22][CH:21]=[CH:20][CH:19]=3)[CH:13]([C:24]([NH2:26])=[O:25])[CH2:12]2)[CH:8]=[CH:9][CH:10]=1)(=O)C.Cl.[OH-].[Na+]>CO>[NH2:4][C:5]1[CH:6]=[C:7]([N:11]2[CH2:16][CH2:15][N:14]([CH2:17][C:18]3[CH:23]=[CH:22][CH:21]=[CH:20][CH:19]=3)[CH:13]([C:24]([NH2:26])=[O:25])[CH2:12]2)[CH:8]=[CH:9][CH:10]=1 |f:2.3|. Procedure details: To 4-[3-(acetylamino)phenyl]-1-(phenylmethyl)-2-piperazinecarboxamide (14.0g, 39.9 mmol) in methanol (115 mL) add 6N aqueous hydrochloric acid (28 mL). Stir the reaction at reflux. Monitor the progress of the reaction by thin-layer chromatography. Upon completion of the reaction adjust the pH to 12 with 4N aqueous NaOH to obtain a white precipitate. Filter the precipitate to obtain the title compound. Reactants: CC1=CC(=NC=C1)COC1=C(C=C(C=C1)[N+](=O)[O-])C (2-((4-methyl-2-pyridyl)methoxy)-5-nitrotoluene). The reagents and catalysts are [Pt] (Platinum on carbon). The solvent is C(C)O (ethanol). Run at time 2 hour. Yields the product CC=1C=C(N)C=CC1OCC1=NC=CC(=C1)C (3-methyl-4-((4-methyl-2-pyridyl)methoxy)aniline). Isolated yield 63.2%. As a reaction SMILES: [CH3:1][C:2]1[CH:7]=[CH:6][N:5]=[C:4]([CH2:8][O:9][C:10]2[CH:15]=[CH:14][C:13]([N+:16]([O-])=O)=[CH:12][C:11]=2[CH3:19])[CH:3]=1>[Pt].C(O)C>[CH3:19][C:11]1[CH:12]=[C:13]([CH:14]=[CH:15][C:10]=1[O:9][CH2:8][C:4]1[CH:3]=[C:2]([CH3:1])[CH:7]=[CH:6][N:5]=1)[NH2:16]. Procedure: n-Butyllithium (24 ml of a 1.6 N solution in hexanes, 38.4 mmol) was added to a stirred solution of 2,4-lutidine (4.28 g, 40 mmol) in tetrahydrofuran (70 ml) at −70° C. under an inert atmosphere. After 1 hour, air was bubbled through (for 1 hour), methanol (50 ml) was added and the reaction allowed to warm to ambient temperature. The reaction mixture was filtered and then evaporated in vacuo. Purification of the crude product by flash chromatography on silica gel, eluting with ethyl acetate, yie... Run at temperature 100 celsius. The reagents and catalysts are Cl[Pd]([P](C1=CC=CC=C1)(C2=CC=CC=C2)C3=CC=CC=C3)([P](C4=CC=CC=C4)(C5=CC=CC=C5)C6=CC=CC=C6)Cl (bis(triphenylphosphine)palladium(II) chloride). Isolated yield 75.2%. Starting materials: C(C)(C)(C)NC=1SC=2N=CN=C(C2N1)Cl (tert-Butyl-(7-chlorothiazolo[5,4-d]pyrimidin-2-yl)-amine), C(C=C)N1C(=NC=C1)C=1SC(=CC1C1=C(C=C(C=C1)Cl)Cl)[Sn](CCCC)(CCCC)CCCC (1-allyl-2-[3-(2,4-dichlorophenyl)-5-(tributylstannyl)-2-thienyl]-1H-imidazole). Procedure details: A mixture of tert-Butyl-(7-chlorothiazolo[5,4-d]pyrimidin-2-yl)-amine (1.00 g, 4.12 mmol), 1-allyl-2-[3-(2,4-dichlorophenyl)-5-(tributylstannyl)-2-thienyl]-1H-imidazole (1.71 g, 2.75 mmol) and DMF (23 mL) was stirred and degassed with vacuum. The atmosphere was replaced with nitrogen and then bis(triphenylphosphine)palladium(II) chloride (96.4 mg, 0.137 mmol) was added to the mixture. The orange solution was heated at 100° C. for 3 hours and the mixture was allowed to cool to rt. Column chromato... The solvent is CN(C)C=O (DMF). Product: C(C=C)N1C(=NC=C1)C1=C(C=C(S1)C=1C2=C(N=CN1)SC(=N2)NC(C)(C)C)C2=C(C=C(C=C2)Cl)Cl (7-[5-(1-allyl-1H-imidazol-2-yl)-4-(2,4-dichlorophenyl)-2-thienyl]-N-(tert-butyl)[1,3]thiazolo[5,4-d]pyrimidin-2-amine). Reaction SMILES: [C:1]([NH:5][C:6]1[S:7][C:8]2[N:9]=[CH:10][N:11]=[C:12](Cl)[C:13]=2[N:14]=1)([CH3:4])([CH3:3])[CH3:2].[CH2:16]([N:19]1[CH:23]=[CH:22][N:21]=[C:20]1[C:24]1[S:25][C:26]([Sn](CCCC)(CCCC)CCCC)=[CH:27][C:28]=1[C:29]1[CH:34]=[CH:33][C:32]([Cl:35])=[CH:31][C:30]=1[Cl:36])[CH:17]=[CH2:18]>Cl[Pd](Cl)([P](C1C=CC=CC=1)(C1C=CC=CC=1)C1C=CC=CC=1)[P](C1C=CC=CC=1)(C1C=CC=CC=1)C1C=CC=CC=1.CN(C=O)C>[CH2:16]([N:19]1[CH:23]=[CH:22][N:21]=[C:20]1[C:24]1[S:25][C:26]([C:12]2[C:13]3[N:14]=[C:6]([NH:5][C:1]([CH3:4])([CH3:3])[CH3:2])[S:7][C:8]=3[N:9]=[CH:10][N:11]=2)=[CH:27][C:28]=1[C:29]1[CH:34]=[CH:33][C:32]([Cl:35])=[CH:31][C:30]=1[Cl:36])[CH:17]=[CH2:18] |^1:52,71|.